From a dataset of the Open Reaction Database (ORD), a public repository of structured organic reaction records. describe an organic reaction: reactants, conditions, products, and yield The reactants are IC1=C(N(C(=N1)C1=CC(=CC=C1)C(F)(F)F)C)C(=O)N1CCC(CC1)N1CCCC1 ([5-iodo-3-methyl-2-(3-trifluoromethyl-phenyl)-3H-imidazol-4-yl]-(4-pyrrolidin-1-yl-piperidin-1-yl)-methanone), N1=CN=CC(=C1)B(O)O (pyrimidine-5-yl-boronic acid). Product: CN1C(=NC(=C1C(=O)N1CCC(CC1)N1CCCC1)C=1C=NC=NC1)C1=CC(=CC=C1)C(F)(F)F ([3-Methyl-5-pyrimidin-5-yl-2-(3-trifluoromethyl-phenyl)-3H-imidazol-4-yl]-(4-pyrrolidin-1-yl-piperidin-1-yl)-methanone). As a reaction SMILES: I[C:2]1[N:6]=[C:5]([C:7]2[CH:12]=[CH:11][CH:10]=[C:9]([C:13]([F:16])([F:15])[F:14])[CH:8]=2)[N:4]([CH3:17])[C:3]=1[C:18]([N:20]1[CH2:25][CH2:24][CH:23]([N:26]2[CH2:30][CH2:29][CH2:28][CH2:27]2)[CH2:22][CH2:21]1)=[O:19].[N:31]1[CH:36]=[C:35](B(O)O)[CH:34]=[N:33][CH:32]=1>>[CH3:17][N:4]1[C:3]([C:18]([N:20]2[CH2:25][CH2:24][CH:23]([N:26]3[CH2:30][CH2:29][CH2:28][CH2:27]3)[CH2:22][CH2:21]2)=[O:19])=[C:2]([C:35]2[CH:36]=[N:31][CH:32]=[N:33][CH:34]=2)[N:6]=[C:5]1[C:7]1[CH:12]=[CH:11][CH:10]=[C:9]([C:13]([F:16])([F:15])[F:14])[CH:8]=1. Procedure details: In analogy to the procedure described for example 7, [5-iodo-3-methyl-2-(3-trifluoromethyl-phenyl)-3H-imidazol-4-yl]-(4-pyrrolidin-1-yl-piperidin-1-yl)-methanone (example 36) was reacted with pyrimidine-5-yl-boronic acid to give the title compound as yellow solid. MS: 485.3 (MH+). Starting materials: C1(CCCCC1)C(=O)C1=C(C=2C(=CN=CC2)S1)C (cyclohexyl(3-methylthieno[2,3-c]pyridin-2-yl)methanone), NC1=CC=C(C(=O)OC)C=C1 (methyl 4-aminobenzoate), solution, C(#N)[BH3-].[Na+] (sodium cyanoborohydride), Cl (Hydrochloric acid), [OH-].[Na+] (sodium hydroxide), C(O)([O-])=O.[Na+] (sodium hydrogen carbonate), C(O)([O-])=O.[Na+] (sodium hydrogen carbonate). The reagents and catalysts are [Ti](Cl)(Cl)(Cl)Cl (titanium (IV) chloride). Run in C(Cl)Cl (methylene chloride), C(C)N(CC)CC (triethylamine), O1CCCC1 (tetrahydrofuran), C(C)(=O)O (acetic acid), O1CCCC1 (tetrahydrofuran), C(C)O (ethanol). Reaction conditions: time 8 hour. The product is C1(CCCCC1)C(C1=C(C=2C(=CN=CC2)S1)C)NC1=CC=C(C(=O)O)C=C1 (4-{[cyclohexyl(3-methylthieno[2,3-c]pyridin-2-yl)methyl]amino}benzoic acid). Isolated yield 21.9%. RXN SMILES: [CH:1]1([C:7]([C:9]2[S:17][C:12]3=[CH:13][N:14]=[CH:15][CH:16]=[C:11]3[C:10]=2[CH3:18])=O)[CH2:6][CH2:5][CH2:4][CH2:3][CH2:2]1.[NH2:19][C:20]1[CH:29]=[CH:28][C:23]([C:24]([O:26]C)=[O:25])=[CH:22][CH:21]=1.C(=O)([O-])O.[Na+].C([BH3-])#N.[Na+].[OH-].[Na+].Cl>O1CCCC1.[Ti](Cl)(Cl)(Cl)Cl.C(O)C.C(O)(=O)C.C(Cl)Cl.C(N(CC)CC)C>[CH:1]1([CH:7]([NH:19][C:20]2[CH:29]=[CH:28][C:23]([C:24]([OH:26])=[O:25])=[CH:22][CH:21]=2)[C:9]2[S:17][C:12]3=[CH:13][N:14]=[CH:15][CH:16]=[C:11]3[C:10]=2[CH3:18])[CH2:6][CH2:5][CH2:4][CH2:3][CH2:2]1 |f:2.3,4.5,6.7|. Procedure details: To a mixture of cyclohexyl(3-methylthieno[2,3-c]pyridin-2-yl)methanone (628 mg) synthesized above, methyl 4-aminobenzoate (402 mg), triethylamine (2.70 mL) and methylene chloride (10 mL) was added titanium (IV) chloride (318 μL), and the mixture was stirred under argon atmosphere overnight at room temperature. Saturated aqueous sodium hydrogen carbonate solution was added to quench the reaction, and the reaction mixture was extracted with ethyl acetate. The extract was washed with saturated brin... Reactants: solution, C(CCC)[Li] (butyllithium), CN(S(OC1=C(C=C(C(=C1)OC)OC)CCC#N)(=O)=O)C (2-(2-cyanoethyl)-4,5-dimethoxyphenyl dimethylsulphamate), O (water), C(C)(C)NC(C)C (diisopropylamine). Solvent: CCCCCC (hexane), C1CCOC1 (THF), C1CCOC1 (THF). Conditions: temperature -50 celsius, time 10 minute. Yields the product COC=1C=C2CC(C2=CC1OC)C#N (3,4-Dimethoxybicyclo[4.2.0]octa-1,3,5-triene-7-carbonitrile). Isolated yield 110.8%. RXN SMILES: C(NC(C)C)(C)C.C([Li])CCC.CN(C)S(=O)(=O)O[C:17]1[CH:22]=[C:21]([O:23][CH3:24])[C:20]([O:25][CH3:26])=[CH:19][C:18]=1[CH2:27][CH2:28][C:29]#[N:30].O>CCCCCC.C1COCC1>[CH3:26][O:25][C:20]1[CH:19]=[C:18]2[C:17](=[CH:22][C:21]=1[O:23][CH3:24])[CH:28]([C:29]#[N:30])[CH2:27]2. Reported procedure: Under nitrogen, mix together 5.4 ml (0.0382 mol) of redistilled diisopropylamine and 60 ml of THF. Cool the mixture to −50° C. and pour in dropwise 15.3 ml (0.0382 mol) of a 2.5N solution of butyllithium in hexane. Allow the temperature to rise again to −5° C. and stir for 10 minutes. Cool the solution to −60° C. and pour in dropwise a solution of 3 g (0.00954 mol) of 2-(2-cyanoethyl)-4,5-dimethoxyphenyl dimethylsulphamate in 35 ml of THF. Allow the temperature slowly to rise again to −24° C. wh... RXN SMILES: [C:1](#[N:2])[c:3]1[cH:4][cH:5][c:6](-[c:8]2[cH:9][cH:10][c:11]([NH:14][S:15](=[O:16])(=[O:17])[CH2:18][CH3:19])[cH:12][cH:13]2)[nH:7]1.[CH2:26]([CH2:27][CH2:28][CH3:29])[I:30].[CH3:20][C:21]([CH3:22])([O-:23])[CH3:24].[K+:25]>>[C:1](#[N:2])[c:3]1[cH:4][cH:5][c:6](-[c:8]2[cH:9][cH:10][c:11]([NH:14][S:15](=[O:16])(=[O:17])[CH2:18][CH3:19])[cH:12][cH:13]2)[n:7]1[CH2:26][CH2:27][CH2:28][CH3:29]. Reactants: CCS(=O)(=O)Nc1ccc(-c2ccc(C#N)[nH]2)cc1, CCCCI, CC(C)(C)[O-], [K+]. Product: CCCCn1c(C#N)ccc1-c1ccc(NS(=O)(=O)CC)cc1. Reactants: COc1c2n(c3c(CO)nn(Cc4ccc(F)cc4)c(=O)c13)CCN(C)C2=O, O=S(Cl)Cl. The product is COc1c2n(c3c(CCl)nn(Cc4ccc(F)cc4)c(=O)c13)CCN(C)C2=O. Reaction SMILES: [F:1][c:2]1[cH:3][cH:4][c:5]([CH2:6][n:7]2[n:8][c:9]([CH2:25][OH:26])[c:10]3[c:11]([c:12]2=[O:13])[c:14]([O:23][CH3:24])[c:15]2[n:16]3[CH2:17][CH2:18][N:19]([CH3:22])[C:20]2=[O:21])[cH:27][cH:28]1.[S:29]([Cl:30])([Cl:31])=[O:32]>>[F:1][c:2]1[cH:3][cH:4][c:5]([CH2:6][n:7]2[n:8][c:9]([CH2:25][Cl:31])[c:10]3[c:11]([c:12]2=[O:13])[c:14]([O:23][CH3:24])[c:15]2[n:16]3[CH2:17][CH2:18][N:19]([CH3:22])[C:20]2=[O:21])[cH:27][cH:28]1. Reactants: CCOc1ccc(C(C)(C=CCc2ccc(F)c(Oc3ccccc3)c2)C(F)F)cc1, CCO, [H][H]. Product: CCOc1ccc(C(C)(CCCc2ccc(F)c(Oc3ccccc3)c2)C(F)F)cc1. RXN SMILES: [CH2:1]([CH3:2])[O:3][c:4]1[cH:5][cH:6][c:7]([C:10]([CH:11]=[CH:12][CH2:13][c:14]2[cH:15][c:16]([O:21][c:22]3[cH:23][cH:24][cH:25][cH:26][cH:27]3)[c:17]([F:20])[cH:18][cH:19]2)([CH:28]([F:29])[F:30])[CH3:31])[cH:8][cH:9]1.[CH3:34][CH2:35][OH:36].[H:32][H:33]>>[CH2:1]([CH3:2])[O:3][c:4]1[cH:5][cH:6][c:7]([C:10]([CH2:11][CH2:12][CH2:13][c:14]2[cH:15][c:16]([O:21][c:22]3[cH:23][cH:24][cH:25][cH:26][cH:27]3)[c:17]([F:20])[cH:18][cH:19]2)([CH:28]([F:29])[F:30])[CH3:31])[cH:8][cH:9]1. Reactants: CC=1C=C(C=C(C1)C)C=1NC2=CC=CC=C2C1CCN (2-[2-(3,5-dimethylphenyl)-1H-indol-3-yl]-ethylamine), N1=CC=C(C=C1)CCCCC=O (5-(4-pyridyl)-pentanal), S(=O)(=O)([O-])[O-].[Mg+2] (magnesium sulfate), [BH4-].[Na+] (sodium borohydride). Solvent: CO (methanol). Reaction conditions: temperature 0 celsius, time 15 minute. The product is CC=1C=C(C=C(C1)C)C=1NC2=CC=CC=C2C1CCNCCCCCC1=CC=NC=C1 ({2-[2-(3 5-dimethylphenyl)-1H-indol-3-yl]-ethyl}-(5-pyridin-4-yl-pentyl)-amine). Isolated yield 68.2%. RXN SMILES: [CH3:1][C:2]1[CH:3]=[C:4]([C:9]2[NH:10][C:11]3[C:16]([C:17]=2[CH2:18][CH2:19][NH2:20])=[CH:15][CH:14]=[CH:13][CH:12]=3)[CH:5]=[C:6]([CH3:8])[CH:7]=1.[N:21]1[CH:26]=[CH:25][C:24]([CH2:27][CH2:28][CH2:29][CH2:30][CH:31]=O)=[CH:23][CH:22]=1.S([O-])([O-])(=O)=O.[Mg+2].[BH4-].[Na+]>CO>[CH3:1][C:2]1[CH:3]=[C:4]([C:9]2[NH:10][C:11]3[C:16]([C:17]=2[CH2:18][CH2:19][NH:20][CH2:31][CH2:30][CH2:29][CH2:28][CH2:27][C:24]2[CH:23]=[CH:22][N:21]=[CH:26][CH:25]=2)=[CH:15][CH:14]=[CH:13][CH:12]=3)[CH:5]=[C:6]([CH3:8])[CH:7]=1 |f:2.3,4.5|. Reported procedure: To a solution of 2-[2-(3,5-dimethylphenyl)-1H-indol-3-yl]-ethylamine (162 mg) and 5-(4-pyridyl)-pentanal (100 mg in 2 mL dry chloroform) was added anhydrous magnesium sulfate (735 mg) and the mixture stirred at 0° C. for 15 minutes. At this time sodium borohydride (92.7 mg) was added followed by 3 mL dry methanol and the mixture stirred at 0° C. After 1 hour, the reaction was quenched by pouring into water (25 mL), stirred for 30 minutes then extracted with methylene chloride (4×25 mL). The comb... The reactants are OC=1C=2N(C=CC1)C(=C(N2)C)C(=O)N[C@@H](CO)CCCC (8-hydroxy-N-[(2R)-1-hydroxyhexan-2-yl]-2-methylimidazo[1,2-a]-pyridine-3-carboxamide), C([O-])([O-])=O.[Cs+].[Cs+] (caesium carbonate), BrCC1CCC1 ((bromomethyl)cyclobutane), CN(C)C=O (DMF). Run in O (water). Conditions: time 60 minute. Yields the product C1(CCC1)COC=1C=2N(C=CC1)C(=C(N2)C)C(=O)N[C@@H](CO)CCCC (8-(Cyclobutylmethoxy)-N-[(2R)-1-hydroxyhexan-2-yl]-2-methylimidazo[1,2-a]pyridine-3-carboxamide). As a reaction SMILES: [OH:1][C:2]1[C:3]2[N:4]([C:8]([C:12]([NH:14][C@H:15]([CH2:18][CH2:19][CH2:20][CH3:21])[CH2:16][OH:17])=[O:13])=[C:9]([CH3:11])[N:10]=2)[CH:5]=[CH:6][CH:7]=1.C(=O)([O-])[O-].[Cs+].[Cs+].Br[CH2:29][CH:30]1[CH2:33][CH2:32][CH2:31]1.CN(C=O)C>O>[CH:30]1([CH2:29][O:1][C:2]2[C:3]3[N:4]([C:8]([C:12]([NH:14][C@H:15]([CH2:18][CH2:19][CH2:20][CH3:21])[CH2:16][OH:17])=[O:13])=[C:9]([CH3:11])[N:10]=3)[CH:5]=[CH:6][CH:7]=2)[CH2:33][CH2:32][CH2:31]1 |f:1.2.3|. Procedure: 100 mg (0.34 mmol) of 8-hydroxy-N-[(2R)-1-hydroxyhexan-2-yl]-2-methylimidazo[1,2-a]-pyridine-3-carboxamide, 246 mg (0.76 mmol) of caesium carbonate and 56 mg (0.38 mmol) of (bromomethyl)cyclobutane were added to 4.9 ml of dry DMF and the mixture was stirred for 60 min in an oil bath preheated to 60° C. After cooling, about 40 ml of water were added to the reaction mixture and the solution formed was extracted 3× with ethyl acetate. The combined organic phases were concentrated and the residue wa...